Dataset: the Open Reaction Database (ORD), a public repository of structured organic reaction records. Task: describe an organic reaction: reactants, conditions, products, and yield The reactants are BrC1=C(C#N)C=CC=C1 (2-bromobenzonitrile), O.NC=1C=C(C=CC1)B(O)O (3-aminobenzeneboronic acid monohydrate). The reagents and catalysts are C=1C=CC(=CC1)[P](C=2C=CC=CC2)(C=3C=CC=CC3)[Pd]([P](C=4C=CC=CC4)(C=5C=CC=CC5)C=6C=CC=CC6)([P](C=7C=CC=CC7)(C=8C=CC=CC8)C=9C=CC=CC9)[P](C=1C=CC=CC1)(C=1C=CC=CC1)C=1C=CC=CC1 (tetrakis(triphenylphosphine)palladium(0)). Solvent: COCCOC (1,2-dimethoxyethane), C([O-])([O-])=O.[Na+].[Na+] (sodium carbonate). Reaction conditions: temperature 80 celsius. Product: NC=1C=C(C=CC1)C=1C(=CC=CC1)C#N (3′-aminobiphenyl-2-carbonitrile). Reaction SMILES: Br[C:2]1[CH:9]=[CH:8][CH:7]=[CH:6][C:3]=1[C:4]#[N:5].O.[NH2:11][C:12]1[CH:13]=[C:14](B(O)O)[CH:15]=[CH:16][CH:17]=1>COCCOC.C(=O)([O-])[O-].[Na+].[Na+].C1C=CC([P]([Pd]([P](C2C=CC=CC=2)(C2C=CC=CC=2)C2C=CC=CC=2)([P](C2C=CC=CC=2)(C2C=CC=CC=2)C2C=CC=CC=2)[P](C2C=CC=CC=2)(C2C=CC=CC=2)C2C=CC=CC=2)(C2C=CC=CC=2)C2C=CC=CC=2)=CC=1>[NH2:11][C:12]1[CH:17]=[C:16]([C:2]2[C:3]([C:4]#[N:5])=[CH:6][CH:7]=[CH:8][CH:9]=2)[CH:15]=[CH:14][CH:13]=1 |f:1.2,4.5.6,^1:36,38,57,76|. Procedure: A mixture of 2-bromobenzonitrile (9.1 g, 50 mmol), 3-aminobenzeneboronic acid monohydrate (11.6 g, 75 mmol), and tetrakis(triphenylphosphine)palladium(0) (1.73 g, 1.5 mmol) in 1,2-dimethoxyethane (50 ml) and 2M sodium carbonate solution (25 ml) was heated at 80° C. for 20 h. After cooling to ambient temperature the reaction was partitioned between ethyl acetate (400 ml) and water (400 ml). The organics were washed with brine (400 ml), dried over anhydrous sodium sulfate, filtered and concentrate... Starting materials: CO.CCOC(=O)C (MeOH EtOAc), C(C1=CC=CC=C1)OC(=O)N1C2C(OCC1)CC1=CC=CC(=C1C2)OC (6-methoxy-3,4,4a,5,10,10a-hexahydro-2H-naphtho-[2,3-b][1,4]oxazine-4-carboxylic acid benzyl ester), [H-].[H-].[H-].[H-].[Li+].[Al+3] (LiAlH4). The solvent is C1CCOC1 (THF), C1CCOC1 (THF). The product is CN1C2C(OCC1)CC1=CC=CC(=C1C2)OC ((±)-4-Methyl-6-methoxy-3,4,4a,5,10,10a- hexahydro-2H-naphtho[2,3-b][1,4]oxazine). The yield is 74.0%. As a reaction SMILES: C(O[C:9]([N:11]1[CH2:16][CH2:15][O:14][CH:13]2[CH2:17][C:18]3[C:23]([CH2:24][CH:12]12)=[C:22]([O:25][CH3:26])[CH:21]=[CH:20][CH:19]=3)=O)C1C=CC=CC=1.[H-].[H-].[H-].[H-].[Li+].[Al+3].CO.CCOC(C)=O>C1COCC1>[CH3:9][N:11]1[CH2:16][CH2:15][O:14][CH:13]2[CH2:17][C:18]3[C:23]([CH2:24][CH:12]12)=[C:22]([O:25][CH3:26])[CH:21]=[CH:20][CH:19]=3 |f:1.2.3.4.5.6,7.8|. Procedure details: To a solution of 6-methoxy-3,4,4a,5,10,10a-hexahydro-2H-naphtho-[2,3-b][1,4]oxazine-4-carboxylic acid benzyl ester (0.40 g, 1.1 mmol) in THF was added 2.8 ml of LiAlH4 solution (1.0 M) in THF. The resulting solution was stirred at reflux for 3 h. The reaction mixture was quenched with ice, diluted with EtOAc and filtered through Celite. The organic layer was dried over Na2SO4 and concentrated in vacuo, yielding an oily residue which was subjected to column chromatography (5% MeOH-EtOAc) to yield... Starting materials: N#Cc1ccccc1OCC1CO1, NCCc1nc2ccc(-c3ccc(=O)[nH]n3)cc2[nH]1. Yields the product N#Cc1ccccc1OCC(O)CNCCc1nc2ccc(-c3ccc(=O)[nH]n3)cc2[nH]1. Reaction SMILES: [C:1](#[N:2])[c:3]1[c:4]([O:5][CH2:6][CH:7]2[CH2:8][O:9]2)[cH:10][cH:11][cH:12][cH:13]1.[NH2:14][CH2:15][CH2:16][c:17]1[nH:18][c:19]2[c:20]([n:21]1)[cH:22][cH:23][c:24](-[c:26]1[cH:27][cH:28][c:29](=[O:32])[nH:30][n:31]1)[cH:25]2>>[C:1](#[N:2])[c:3]1[c:4]([O:5][CH2:6][CH:7]([CH2:8][NH:14][CH2:15][CH2:16][c:17]2[nH:18][c:19]3[c:20]([n:21]2)[cH:22][cH:23][c:24](-[c:26]2[cH:27][cH:28][c:29](=[O:32])[nH:30][n:31]2)[cH:25]3)[OH:9])[cH:10][cH:11][cH:12][cH:13]1. The reactants are NC1=CC=C(C=C1)C=1OC2=C(N1)C=CC=C2 (2(4'-Aminophenyl)benzoxazole), ClS(=O)(=O)O (chlorsulphonic acid), S(N)([O-])(=O)=O (sulphamate), C([O-])([O-])=O.[Na+].[Na+] (sodium carbonate). The solvent is N1=C(C=CC=C1)C (2-picoline). Yields the product O1C(=NC2=C1C=CC=C2)C2=CC=C(C=C2)NS([O-])(=O)=O.[Na+] (Sodium 4-(benzoxazol-2-yl)phenylsulphamate). The yield is 96.0%. RXN SMILES: [NH2:1][C:2]1[CH:7]=[CH:6][C:5]([C:8]2[O:9][C:10]3[CH:16]=[CH:15][CH:14]=[CH:13][C:11]=3[N:12]=2)=[CH:4][CH:3]=1.Cl[S:18]([OH:21])(=[O:20])=[O:19].S(=O)(=O)([O-])N.C(=O)([O-])[O-].[Na+:31].[Na+]>N1C=CC=CC=1C>[O:9]1[C:10]2[CH:16]=[CH:15][CH:14]=[CH:13][C:11]=2[N:12]=[C:8]1[C:5]1[CH:4]=[CH:3][C:2]([NH:1][S:18](=[O:20])(=[O:19])[O-:21])=[CH:7][CH:6]=1.[Na+:31] |f:3.4.5,7.8|. Procedure details: 2(4'-Aminophenyl)benzoxazole was treated with chlorsulphonic acid in 2-picoline and sodium carbonate according to the above-described general procedure for preparation of sulphamate salts. Grey crystals were obtained in 96% yield, m.p. >340° C. Reaction SMILES: Cl[CH2:2][C:3]([NH:5][C:6]1[CH:11]=[CH:10][CH:9]=[C:8]([C:12]2[CH:21]=[N:20][C:19]3[C:14](=[CH:15][CH:16]=[CH:17][CH:18]=3)[N:13]=2)[CH:7]=1)=[O:4].C([O-])([O-])=O.[K+].[K+].[NH:28]1[CH2:33][CH2:32][CH2:31][CH2:30][CH2:29]1.C(OCC)(=O)C>CC#N>[N:28]1([CH2:2][C:3]([NH:5][C:6]2[CH:11]=[CH:10][CH:9]=[C:8]([C:12]3[CH:21]=[N:20][C:19]4[C:14](=[CH:15][CH:16]=[CH:17][CH:18]=4)[N:13]=3)[CH:7]=2)=[O:4])[CH2:33][CH2:32][CH2:31][CH2:30][CH2:29]1 |f:1.2.3|. Procedure details: To a slurry of 2-chloro-N-(3-quinoxalin-2-ylphenyl)acetamide (100 mg, 0.336 mmol) and K2CO3 (56 mg, 0.403 mmol) in MeCN (5 mL), piperidine (35 μL, 0.353 mmol) was added and the reaction mixture was stirred at reflux for 18 hrs. The solvent was evaporated in vacuo and the residue was purified by flash chromatography (Flash Master, Isolute 5 g silica, gradient 0-5 min, 100% hexane and then 0-100% ethyl acetate over 40 min) to afford 2-(piperidin-1-yl)-N-[3-(quinoxalin-2-yl)phenyl]acetamide (50 mg,... Starting materials: ClCC(=O)NC1=CC(=CC=C1)C1=NC2=CC=CC=C2N=C1 (2-chloro-N-(3-quinoxalin-2-ylphenyl)acetamide), C(=O)([O-])[O-].[K+].[K+] (K2CO3), N1CCCCC1 (piperidine), C(C)(=O)OCC (ethyl acetate). Yield: 43.0%. Run in CC#N (MeCN). Product: N1(CCCCC1)CC(=O)NC1=CC(=CC=C1)C1=NC2=CC=CC=C2N=C1 (2-(piperidin-1-yl)-N-[3-(quinoxalin-2-yl)phenyl]acetamide). Starting materials: CCc1cnc(CC)c(Cl)n1, Cc1cnc(C)c(-c2ccc(Cl)cc2Cl)n1. The product is CCc1cnc(CC)c(-c2ccc(Cl)cc2Cl)n1. RXN SMILES: [Cl:17][c:18]1[c:19]([CH2:26][CH3:27])[n:20][cH:21][c:22]([CH2:24][CH3:25])[n:23]1.[Cl:1][c:2]1[c:3](-[c:9]2[c:10]([CH3:11])[n:12][cH:13][c:14]([CH3:15])[n:16]2)[cH:4][cH:5][c:6]([Cl:8])[cH:7]1>>[Cl:1][c:2]1[c:3](-[c:18]2[c:19]([CH2:26][CH3:27])[n:20][cH:21][c:22]([CH2:24][CH3:25])[n:23]2)[cH:4][cH:5][c:6]([Cl:8])[cH:7]1. Starting materials: NC1=C(C=CC=C1)NC(C1=CC=C(C=C1)CN1C(C2=CC=CC(=C2C1)Br)=O)=O (N-(2-aminophenyl)-4-((4-bromo-1-oxoisoindolin-2-yl)methyl)benzamide), C1(=CC=CC=C1)C1=CC=C(C=C1)B(O)O ((4-phenylphenyl)boronic acid). Product: NC1=C(C=CC=C1)NC(C1=CC=C(C=C1)CN1C(C2=CC=CC(=C2C1)C1=CC=C(C=C1)C1=CC=CC=C1)=O)=O (N-(2-aminophenyl)-4-[1-oxo-4-(4-phenylphenyl)-2,3-dihydro-1H-isoindol-2-yl]methylbenzamide). Isolated yield 81.0%. RXN SMILES: [NH2:1][C:2]1[CH:7]=[CH:6][CH:5]=[CH:4][C:3]=1[NH:8][C:9](=[O:28])[C:10]1[CH:15]=[CH:14][C:13]([CH2:16][N:17]2[CH2:25][C:24]3[C:19](=[CH:20][CH:21]=[CH:22][C:23]=3Br)[C:18]2=[O:27])=[CH:12][CH:11]=1.[C:29]1([C:35]2[CH:40]=[CH:39][C:38](B(O)O)=[CH:37][CH:36]=2)[CH:34]=[CH:33][CH:32]=[CH:31][CH:30]=1>>[NH2:1][C:2]1[CH:7]=[CH:6][CH:5]=[CH:4][C:3]=1[NH:8][C:9](=[O:28])[C:10]1[CH:15]=[CH:14][C:13]([CH2:16][N:17]2[CH2:25][C:24]3[C:19](=[CH:20][CH:21]=[CH:22][C:23]=3[C:38]3[CH:39]=[CH:40][C:35]([C:29]4[CH:34]=[CH:33][CH:32]=[CH:31][CH:30]=4)=[CH:36][CH:37]=3)[C:18]2=[O:27])=[CH:12][CH:11]=1. Procedure: The procedure of Example 2 was repeated except for using N-(2-aminophenyl)-4-((4-bromo-1-oxoisoindolin-2-yl)methyl)benzamide obtained in Example 9 instead of N-(2-aminophenyl)-4-((4-bromo-5,6-dimethoxy-1-oxoisoindolin-2-yl)methyl)benzamide, and (4-phenylphenyl)boronic acid instead of phenyl boronic acid, to obtain the title compound (81%). Reactants: CN(C)C=O (DMF), CC1(SC2=CC=C(C=C2C(=C1)C1=CC=C(C=C1)C)Br)C (2,2-dimethyl-4(tol-4-yl)-6-bromo-thiochrom-3-ene), CC1(SC2=CC=C(C=C2C(=C1)C1=CC=C(C=C1)C)Br)C (2,2-dimethyl-4(tol-4-yl)-6-bromo-thiochrom-3-ene), [Li]CCCC (n-BuLi). The solvent is C1CCOC1 (THF), CCCCCC (hexane). Conditions: temperature -10 celsius, time 5 hour. Yields the product CC1(SC2=CC=C(C=C2C(=C1)C1=CC=C(C=C1)C)C=O)C (2,2-Dimethyl-4(tol-4-yl)-thiochrom-3-en-6-al). As a reaction SMILES: [CH3:1][C:2]1([CH3:20])[CH:11]=[C:10]([C:12]2[CH:17]=[CH:16][C:15]([CH3:18])=[CH:14][CH:13]=2)[C:9]2[C:4](=[CH:5][CH:6]=[C:7](Br)[CH:8]=2)[S:3]1.[Li]CCCC.CN([CH:29]=[O:30])C>C1COCC1.CCCCCC>[CH3:1][C:2]1([CH3:20])[CH:11]=[C:10]([C:12]2[CH:17]=[CH:16][C:15]([CH3:18])=[CH:14][CH:13]=2)[C:9]2[C:4](=[CH:5][CH:6]=[C:7]([CH:29]=[O:30])[CH:8]=2)[S:3]1. Procedure: To a cold (-78° C.) solution of 2,2-dimethyl-4(tol-4-yl)-6-bromo-thiochrom-3-ene (Compound N, 280 mg, 0.81 mmol) in THF (5 mL) was added n-BuLi in hexane (1.6M solution, 0.66 mL). The mixture was gradually warmed to -10° C. over 25 min. and recooled to -78° C. To this solution was added DMF (80 mg, 1.1 mmol) and stirred at ambient temperature for 5 hours. The reaction was quenched by adding water (10 mL), ethyl acetate (100 mL), and the organic layer was washed with brine (10 mL), dried and the ... The product is C(C1=CC=CC=C1)OCC1N(C1)C(C1=CC=CC=C1)(C1=CC=CC=C1)C1=CC=CC=C1 (2-[(Benzyloxy)methyl]-1-tritylaziridine). Reported procedure: To a cold (0° C.) solution of lithium aluminum hydride in diethyl ether (1 M, 15 mL, 15 mmol) under an atmosphere of nitrogen, a solution of methyl 1-trityl-2-aziridinecarboxylate (5.04 g, 14.7 mmol) in anhydrous ether (60 mL) was added over a period of 0.5 h. The resultant mixture was allowed to slowly warm up and stirred at room temperature for 1 hour. The resultant mixture was cooled back to 0° C. and treated successively with water (0.57 mL) over a period of 10 minutes, followed by addition ... Run at time 8 hour. Reactants: C(C1=CC=CC=C1)(C1=CC=CC=C1)(C1=CC=CC=C1)N1C(C1)CO ((1-tritylaziridin-2-yl)methanol), [H-].[Na+] (sodium hydride), resultant mixture, terta-n-butylammonium iodide, C(C1=CC=CC=C1)Br (benzyl bromide). RXN SMILES: [C:1]([N:20]1[CH2:22][CH:21]1[CH2:23][OH:24])([C:14]1[CH:19]=[CH:18][CH:17]=[CH:16][CH:15]=1)([C:8]1[CH:13]=[CH:12][CH:11]=[CH:10][CH:9]=1)[C:2]1[CH:7]=[CH:6][CH:5]=[CH:4][CH:3]=1.[H-].[Na+].[CH2:27](Br)[C:28]1[CH:33]=[CH:32][CH:31]=[CH:30][CH:29]=1>O>[CH2:27]([O:24][CH2:23][CH:21]1[CH2:22][N:20]1[C:1]([C:8]1[CH:13]=[CH:12][CH:11]=[CH:10][CH:9]=1)([C:14]1[CH:15]=[CH:16][CH:17]=[CH:18][CH:19]=1)[C:2]1[CH:3]=[CH:4][CH:5]=[CH:6][CH:7]=1)[C:28]1[CH:33]=[CH:32][CH:31]=[CH:30][CH:29]=1 |f:1.2|. The solvent is O (water). Reactants: ClC1=CC=C(S1)C(=O)NCC=1N=CN(C1)C1=CC=C(C=C1)I (5-chloro-N-((1-(4-iodophenyl)-1H-imidazol-4-yl)methyl)thiophene-2-carboxamide), COC=1C(=NC=CC1)O (3-methoxy-2-hydroxypyridine), OC=1C=CC=C2C=CC=NC12 (8-hydroxyquinoline), C(=O)([O-])[O-].[K+].[K+] (K2CO3). The reagents and catalysts are [Cu]I (CuI). Run in CS(=O)C (DMSO). Reaction conditions: temperature 130 celsius. Product: ClC1=CC=C(S1)C(=O)NCC=1N=CN(C1)C1=CC=C(C=C1)N1C(C(=CC=C1)OC)=O (5-chloro-N-((1-(4-(3-methoxy-2-oxopyridin-1(2H)-yl)phenyl)-1H-imidazol-4-yl)methyl)thiophene-2-carboxamide). Isolated yield 66.0%. As a reaction SMILES: [Cl:1][C:2]1[S:6][C:5]([C:7]([NH:9][CH2:10][C:11]2[N:12]=[CH:13][N:14]([C:16]3[CH:21]=[CH:20][C:19](I)=[CH:18][CH:17]=3)[CH:15]=2)=[O:8])=[CH:4][CH:3]=1.[CH3:23][O:24][C:25]1[C:26]([OH:31])=[N:27][CH:28]=[CH:29][CH:30]=1.OC1C=CC=C2C=1N=CC=C2.C([O-])([O-])=O.[K+].[K+]>CS(C)=O.[Cu]I>[Cl:1][C:2]1[S:6][C:5]([C:7]([NH:9][CH2:10][C:11]2[N:12]=[CH:13][N:14]([C:16]3[CH:21]=[CH:20][C:19]([N:27]4[CH:28]=[CH:29][CH:30]=[C:25]([O:24][CH3:23])[C:26]4=[O:31])=[CH:18][CH:17]=3)[CH:15]=2)=[O:8])=[CH:4][CH:3]=1 |f:3.4.5|. Procedure: A mixture of 5-chloro-N-((1-(4-iodophenyl)-1H-imidazol-4-yl)methyl)thiophene-2-carboxamide 1-6 (150 mg, 0.34 mmol), 3-methoxy-2-hydroxypyridine (85 mg, 0.68 mmol), 8-hydroxyquinoline (20 mg, 0.14 mmol) and K2CO3 (100 mg, 0.72 mmol) in DMSO (2 mL) was degassed with Ar before being charged with CuI (25 mg, 0.13 mmol). The mixture in a sealed tube was heated at 130° C. for 4 h. The mixture was then purified by HPLC to give the titled compound (99 mg). MS 441.0 and 443.0 (M+H, Cl pattern)